Dataset: the Open Reaction Database (ORD), a public repository of structured organic reaction records. Task: describe an organic reaction: reactants, conditions, products, and yield The reactants are C(C)(C)(C)OC(NC1=C(C=C(C(=C1)N(C)C)C(F)(F)F)N)=O ((2-amino-5-dimethylamino-4-trifluoromethyl-phenyl)-carbamic acid tert.-butyl ester), CC1(OC(C=C(O1)C=1C=C(C#N)C=CC1)=O)C (3-(2,2-dimethyl-6-oxo-6H-[1,3]dioxin-4-yl)-benzonitrile). Product: C(C)(C)(C)OC(NC1=C(C=C(C(=C1)N(C)C)C(F)(F)F)NC(CC(=O)C1=CC(=CC=C1)C#N)=O)=O ({2-[3-(3-Cyano-phenyl)-3-oxo-propionylamino]-5-dimethylamino-4-trifluoromethyl-phenyl}-carbamic acid tert.-butyl ester), oil. As a reaction SMILES: [C:1]([O:5][C:6](=[O:22])[NH:7][C:8]1[CH:13]=[C:12]([N:14]([CH3:16])[CH3:15])[C:11]([C:17]([F:20])([F:19])[F:18])=[CH:10][C:9]=1[NH2:21])([CH3:4])([CH3:3])[CH3:2].CC1(C)[O:29][C:28]([C:30]2[CH:31]=[C:32]([CH:35]=[CH:36][CH:37]=2)[C:33]#[N:34])=[CH:27][C:26](=O)[O:25]1>>[C:1]([O:5][C:6](=[O:22])[NH:7][C:8]1[CH:13]=[C:12]([N:14]([CH3:16])[CH3:15])[C:11]([C:17]([F:20])([F:19])[F:18])=[CH:10][C:9]=1[NH:21][C:26](=[O:25])[CH2:27][C:28]([C:30]1[CH:37]=[CH:36][CH:35]=[C:32]([C:33]#[N:34])[CH:31]=1)=[O:29])([CH3:4])([CH3:2])[CH3:3]. Procedure: The title compound was prepared from (2-amino-5-dimethylamino-4-trifluoromethyl-phenyl)-carbamic acid tert.-butyl ester (Example J6) (320 mg, 1.0 mmol) and 3-(2,2-dimethyl-6-oxo-6H-[1,3]dioxin-4-yl)-benzonitrile (Example L1) (275 mg, 1.2 mmol) according to the general procedure M. Obtained as a red viscous oil (196 mg). The reactants are Br.C(C)OC(CN1C(C=CC(=C1)B1OC(C(O1)(C)C)(C)C)=N)=O (ethyl[2-imino-5-(4,4,5,5-tetramethyl-1,3,2-dioxaborolan-2-yl)-1H-pyridin-1-yl]acetate hydrobromide), O=P(Cl)(Cl)Cl (POCl3). Conditions: temperature 105 celsius. Yields the product ClC=1N=C2N(C=C(C=C2)B2OC(C(O2)(C)C)(C)C)C1 (2-Chloro-6-(4,4,5,5-tetramethyl-1,3,2-dioxaborolan-2-yl)imidazo[1,2-a]pyridine). Reaction SMILES: Br.C(O[C:5](=O)[CH2:6][N:7]1[CH:12]=[C:11]([B:13]2[O:17][C:16]([CH3:19])([CH3:18])[C:15]([CH3:21])([CH3:20])[O:14]2)[CH:10]=[CH:9][C:8]1=[NH:22])C.O=P(Cl)(Cl)[Cl:26]>>[Cl:26][C:5]1[N:22]=[C:8]2[CH:9]=[CH:10][C:11]([B:13]3[O:17][C:16]([CH3:19])([CH3:18])[C:15]([CH3:21])([CH3:20])[O:14]3)=[CH:12][N:7]2[CH:6]=1 |f:0.1|. Procedure: 8.78 g of ethyl[2-imino-5-(4,4,5,5-tetramethyl-1,3,2-dioxaborolan-2-yl)-1H-pyridin-1-yl]acetate hydrobromide in 20 ml of POCl3 are placed in a round-bottomed flask. The reaction mixture is heated at 105° C. for 16 h, cooled to ambient temperature and concentrated under reduced pressure. The residue is taken up between dichloromethane and water at 0° C., and a 30% aqueous solution of NH4OH is added until a basic pH is obtained. The organic phase is separated, dried over magnesium sulphate and con...